This data is from the Open Reaction Database (ORD), a public repository of structured organic reaction records. The task is: describe an organic reaction: reactants, conditions, products, and yield The reactants are O=C([O-])O, ClCCl, O=C(Nc1ccc(F)c(Cl)c1)c1nonc1CO, [Na+]. Product: O=Cc1nonc1C(=O)Nc1ccc(F)c(Cl)c1. Reaction SMILES: [C:22](=[O:23])([OH:24])[O-:25].[Cl:19][CH2:20][Cl:21].[Cl:1][c:2]1[cH:3][c:4]([NH:9][C:10](=[O:11])[c:12]2[n:13][o:14][n:15][c:16]2[CH2:17][OH:18])[cH:5][cH:6][c:7]1[F:8].[Na+:26]>>[Cl:1][c:2]1[cH:3][c:4]([NH:9][C:10](=[O:11])[c:12]2[n:13][o:14][n:15][c:16]2[CH:17]=[O:18])[cH:5][cH:6][c:7]1[F:8]. Starting materials: C1CCOC1, [H-], CI, [Na+], O, O=c1c2ccccc2ncn1CCN1CC=C(c2c[nH]c3ccccc23)CC1. Product: Cn1cc(C2=CCN(CCn3cnc4ccccc4c3=O)CC2)c2ccccc21. Reaction SMILES: [CH2:3]1[O:4][CH2:5][CH2:6][CH2:7]1.[H-:1].[I:36][CH3:37].[Na+:2].[OH2:38].[nH:8]1[cH:9][c:10]([C:17]2=[CH:22][CH2:21][N:20]([CH2:23][CH2:24][n:25]3[cH:26][n:27][c:28]4[cH:29][cH:30][cH:31][cH:32][c:33]4[c:34]3=[O:35])[CH2:19][CH2:18]2)[c:11]2[cH:12][cH:13][cH:14][cH:15][c:16]12>>[CH3:3][n:8]1[cH:9][c:10]([C:17]2=[CH:22][CH2:21][N:20]([CH2:23][CH2:24][n:25]3[cH:26][n:27][c:28]4[cH:29][cH:30][cH:31][cH:32][c:33]4[c:34]3=[O:35])[CH2:19][CH2:18]2)[c:11]2[cH:12][cH:13][cH:14][cH:15][c:16]12. The reactants are [O-2].[Zn+2] (Zinc Oxide), C(CCCCCCC\C=C/CCCCCCCC)(=O)[O-] (oleate). The solvent is O (water). Product: C(CCCCCCC\C=C/CCCCCCCC)(=O)[O-].[Zn+2].C(CCCCCCC\C=C/CCCCCCCC)(=O)[O-] (Zinc Oleate). As a reaction SMILES: [O-2].[Zn+2:2].[C:3]([O-:22])(=[O:21])[CH2:4][CH2:5][CH2:6][CH2:7][CH2:8][CH2:9][CH2:10]/[CH:11]=[CH:12]\[CH2:13][CH2:14][CH2:15][CH2:16][CH2:17][CH2:18][CH2:19][CH3:20]>O>[C:3]([O-:22])(=[O:21])[CH2:4][CH2:5][CH2:6][CH2:7][CH2:8][CH2:9][CH2:10]/[CH:11]=[CH:12]\[CH2:13][CH2:14][CH2:15][CH2:16][CH2:17][CH2:18][CH2:19][CH3:20].[Zn+2:2].[C:3]([O-:22])(=[O:21])[CH2:4][CH2:5][CH2:6][CH2:7][CH2:8][CH2:9][CH2:10]/[CH:11]=[CH:12]\[CH2:13][CH2:14][CH2:15][CH2:16][CH2:17][CH2:18][CH2:19][CH3:20] |f:0.1,4.5.6|. Procedure details: A 200 gram sample of the polydodecylaniline sulfide of Example 1, 20 grams of oleate and 25 cc of water were mixed together, heated and filtered as in Example 1. A total of 199.7 grams of product filtrate was obtained. Chemical analysis of the product gave the following results in weight percent: Starting materials: COC(=O)c1ccccc1CBr, O=C([O-])[O-], CC#N, [K+], [K+], OCCCc1ccc(O)cc1. The product is COC(=O)c1ccccc1COc1ccc(CCCO)cc1. As a reaction SMILES: [Br:12][CH2:13][c:14]1[c:15]([C:16](=[O:17])[O:18][CH3:19])[cH:20][cH:21][cH:22][cH:23]1.[C:24](=[O:25])([O-:26])[O-:27].[CH3:30][C:31]#[N:32].[K+:28].[K+:29].[OH:1][CH2:2][CH2:3][CH2:4][c:5]1[cH:6][cH:7][c:8]([OH:11])[cH:9][cH:10]1>>[OH:1][CH2:2][CH2:3][CH2:4][c:5]1[cH:6][cH:7][c:8]([O:11][CH2:13][c:14]2[c:15]([C:16](=[O:17])[O:18][CH3:19])[cH:20][cH:21][cH:22][cH:23]2)[cH:9][cH:10]1. Starting materials: 10.7, Cl.CC=1N=C2N(C=CC(=C2)CO)C1 (2-methylimidazo[1,2-a]pyridine-7-methanol monohydrochloride), S(=O)(Cl)Cl (thionyl chloride). The solvent is ClC(Cl)Cl (trichloromethane). Reaction conditions: time 15 minute. The product is 11.8, Cl.ClCC1=CC=2N(C=C1)C=C(N2)C (7-(chloromethyl)-2-methylimidazo[1,2-a]pyridine monohydrochloride). Isolated yield 100.0%. RXN SMILES: [ClH:1].[CH3:2][C:3]1[N:4]=[C:5]2[CH:10]=[C:9]([CH2:11]O)[CH:8]=[CH:7][N:6]2[CH:13]=1.S(Cl)([Cl:16])=O>ClC(Cl)Cl>[ClH:16].[Cl:1][CH2:11][C:9]1[CH:8]=[CH:7][N:6]2[CH:13]=[C:3]([CH3:2])[N:4]=[C:5]2[CH:10]=1 |f:0.1,4.5|. Reported procedure: To a stirred mixture of 10.7 parts of 2-methylimidazo[1,2-a]pyridine-7-methanol monohydrochloride and 150 parts of trichloromethane were added dropwise 9.6 parts of thionyl chloride. The resulting solution was stirred for 15 minutes at room temperature. The reaction mixture was evaporated in vacuo and the residue was stirred in 80 parts of 2-propanone. The product was filtered off, washed with 2,2'-oxybispropane and dried, yielding 11.8 parts (100%) of 7-(chloromethyl)-2-methylimidazo[1,2-a]pyri... Reactants: CCOC(=O)Cc1cc(Cl)cc(Br)c1, CCOC(C)=O, [H-], CI, [Na+], CN(C)C=O, O. Product: CCOC(=O)C(C)c1cc(Cl)cc(Br)c1. Reaction SMILES: [CH2:1]([CH3:2])[O:3][C:4]([CH2:5][c:6]1[cH:7][c:8]([Br:13])[cH:9][c:10]([Cl:12])[cH:11]1)=[O:14].[CH3:19][CH2:20][O:21][C:22]([CH3:23])=[O:24].[H-:15].[I:17][CH3:18].[Na+:16].[O:25]=[CH:26][N:27]([CH3:28])[CH3:29].[OH2:30]>>[CH2:1]([CH3:2])[O:3][C:4]([CH:5]([c:6]1[cH:7][c:8]([Br:13])[cH:9][c:10]([Cl:12])[cH:11]1)[CH3:19])=[O:14]. Starting materials: COC(=O)[C@@H]1C[C@H](CN1C(=O)OCc2ccccc2)OC(=O)N3Cc4cccc(Br)c4C3, CC1(C)OB(OC1(C)C)c2cnn(Cc3ccccc3)c2. Reagents/catalysts: CCN=P(N=P(N(C)C)(N(C)C)N(C)C)(N(C)C)N(C)C (P2-Et), CC(C)c1cc(C(C)C)c(-c2ccccc2[PH](C(C)(C)C)(C(C)(C)C)[Pd]2(OS(C)(=O)=O)Nc3ccccc3-c3ccccc32)c(C(C)C)c1 (tBuXphos G3). Solvent: CS(C)=O (DMSO), O (water), CS(C)=O (DMSO), CS(C)=O (DMSO), CS(C)=O (DMSO). Reaction conditions: time 22 hour. Yields the product COC(=O)[C@@H]1C[C@H](CN1C(=O)OCc2ccccc2)OC(=O)N3Cc4cccc(c4C3)c5cnn(Cc6ccccc6)c5, COC(=O)[C@@H]1C[C@H](CN1C(=O)OCc2ccccc2)OC(=O)N3Cc4cccc(Br)c4C3, c1ccc(-c2ccccc2)cc1. Starting materials: CC(C)C[AlH]CC(C)C (DIBAL-H), C(#N)[BH3-].[Na+] (sodium cyanoborohydride), CNCCNC1=C(C#N)C=CC(=C1)[N+](=O)[O-] (2-(2-methylamino-ethylamino)-4-nitro-benzonitrile), CC(=O)O (HOAc). Solvent: hexanes, O (water), C1CCOC1 (THF), C(Cl)Cl (methylene chloride). Conditions: time 16 hour. Yields the product C(C)N1CCNC2=C(C1)C=CC(=C2)[N+](=O)[O-] (4-ethyl-8-nitro-2,3,4,5-tetrahydro-1H-benzo[e][1,4]diazepine). Reaction SMILES: [CH3:1][NH:2][CH2:3][CH2:4][NH:5][C:6]1[CH:13]=[C:12]([N+:14]([O-:16])=[O:15])[CH:11]=[CH:10][C:7]=1[C:8]#N.[CH3:17]C(C[AlH]CC(C)C)C.CC(O)=O.C([BH3-])#N.[Na+]>C(Cl)Cl.C1COCC1.O>[CH2:1]([N:2]1[CH2:8][C:7]2[CH:10]=[CH:11][C:12]([N+:14]([O-:16])=[O:15])=[CH:13][C:6]=2[NH:5][CH2:4][CH2:3]1)[CH3:17] |f:3.4|. Procedure: A solution of 2-(2-methylamino-ethylamino)-4-nitro-benzonitrile (1 g) in methylene chloride (100 mL) was cooled to −78° C. and treated with 1 M DIBAL-H in hexanes (8.5 mL). The mixture was allowed to slowly warm to room temperature and stirred for 16 hours. The mixture was treated with HOAc (2 mL) followed by 1 M sodium cyanoborohydride in THF (4 mL). After 1 hour, the mixture was diluted with water and the organic layer was separated. The aqueous phase was extracted again with methylene chlorid... Reactants: ON=C(C)C1=CC=C(C=C1)NC(=O)NCC(=O)OC (N-[4-(1-hydroxyiminoethyl)phenyl]-N'-methoxycarbonylmethylurea), C[O-].[Na+] (sodium methoxide), C(C=C)Br (allyl bromide). Solvent: O (water). Yields the product C(C=C)ON=C(C)C1=CC=C(C=C1)NC(=O)NCC(=O)OC (4-(1-allyloxyiminoethyl)phenyl-N'-methoxycarbonylmethylurea). RXN SMILES: [OH:1][N:2]=[C:3]([C:5]1[CH:10]=[CH:9][C:8]([NH:11][C:12]([NH:14][CH2:15][C:16]([O:18][CH3:19])=[O:17])=[O:13])=[CH:7][CH:6]=1)[CH3:4].C[O-].[Na+].[CH2:23](Br)[CH:24]=[CH2:25]>O>[CH2:25]([O:1][N:2]=[C:3]([C:5]1[CH:6]=[CH:7][C:8]([NH:11][C:12]([NH:14][CH2:15][C:16]([O:18][CH3:19])=[O:17])=[O:13])=[CH:9][CH:10]=1)[CH3:4])[CH:24]=[CH2:23] |f:1.2|. Reported procedure: A solution of N-[4-(1-hydroxyiminoethyl)phenyl]-N'-methoxycarbonylmethylurea in 25% methanolic sodium methoxide (1.0 equivalent) is treated at room temperature with 1.1 equivalent of allyl bromide. The reaction mixture is stirred until the temperature falls to about 20° C. The reaction mixture is then poured into cold water and extracted with diethyl ether. The ether solution is dried over MgSO4 and filtered, and the solvent is removed by rotary evaporator to yield N-[4-(1-allyloxyiminoethyl)phe...